From a dataset of the Open Reaction Database (ORD), a public repository of structured organic reaction records. describe an organic reaction: reactants, conditions, products, and yield Starting materials: C(C)(C)(C)OC(CC[C@@H](C(=O)O)NC(=O)OCC1=CC=CC=C1)=O ((S)-2-Benzyloxycarbonylamino-pentanedioic acid 5-tert-butyl ester), C(CCC)OC(=O)N1CCNCC1 (piperazine-1-carboxylic acid butyl ester), C(C)N1CCOCC1 (N-ethylmorpholine), [B-](F)(F)(F)F.CCOC(=O)C(=NOC(=[N+](C)C)N(C)C)C#N (TOTU). Run in C(C)(=O)OCC (ethyl acetate), CN(C)C=O (DMF). Run at time 12 hour. Product: C(CCC)OC(=O)N1CCN(CC1)C([C@H](CCC(=O)OC(C)(C)C)NC(=O)OCC1=CC=CC=C1)=O (4-((S)-2-Benzyloxycarbonylamino-4-tert-butoxycarbonyl-butyryl)-piperazine-1-carboxylic acid butyl ester). RXN SMILES: [C:1]([O:5][C:6](=[O:24])[CH2:7][CH2:8][C@H:9]([NH:13][C:14]([O:16][CH2:17][C:18]1[CH:23]=[CH:22][CH:21]=[CH:20][CH:19]=1)=[O:15])[C:10]([OH:12])=O)([CH3:4])([CH3:3])[CH3:2].[CH2:25]([O:29][C:30]([N:32]1[CH2:37][CH2:36][NH:35][CH2:34][CH2:33]1)=[O:31])[CH2:26][CH2:27][CH3:28].C(N1CCOCC1)C.[B-](F)(F)(F)F.CCOC(C(C#N)=NOC(N(C)C)=[N+](C)C)=O>CN(C=O)C.C(OCC)(=O)C>[CH2:25]([O:29][C:30]([N:32]1[CH2:37][CH2:36][N:35]([C:10](=[O:12])[C@@H:9]([NH:13][C:14]([O:16][CH2:17][C:18]2[CH:23]=[CH:22][CH:21]=[CH:20][CH:19]=2)=[O:15])[CH2:8][CH2:7][C:6]([O:5][C:1]([CH3:2])([CH3:3])[CH3:4])=[O:24])[CH2:34][CH2:33]1)=[O:31])[CH2:26][CH2:27][CH3:28] |f:3.4|. Reported procedure: To a solution of 9.06 g (S)-2-Benzyloxycarbonylamino-pentanedioic acid 5-tert-butyl ester in 100 ml DMF were added 5.00 g piperazine-1-carboxylic acid butyl ester hydrotrifluoroacetate, 13.7 ml N-ethylmorpholine and 8.8 g TOTU. After stirring for 12 h the solution was diluted with ethyl acetate and subsequently washed with aqueous LiCl (4%) and saturated NaHCO3. The crude product obtained after evaporation of the solvent was used without further purification. Yield: 15.8 g. Reactants: COc1ccc(-c2cc(=O)n(C)c(=O)n2C)cc1OC, S=P12SP3(=S)SP(=S)(S1)SP(=S)(S2)S3, c1ccncc1. The product is COc1ccc(-c2cc(=S)n(C)c(=O)n2C)cc1OC. RXN SMILES: [CH3:1][O:2][c:3]1[cH:4][c:5](-[c:11]2[cH:12][c:13](=[O:20])[n:14]([CH3:19])[c:15](=[O:18])[n:16]2[CH3:17])[cH:6][cH:7][c:8]1[O:9][CH3:10].[P:21]12(=[S:22])[S:23][P:24]3(=[S:34])[S:25][P:26](=[S:32])([S:27][P:28](=[S:31])([S:29]3)[S:30]1)[S:33]2.[cH:35]1[cH:36][cH:37][n:38][cH:39][cH:40]1>>[CH3:1][O:2][c:3]1[cH:4][c:5](-[c:11]2[cH:12][c:13](=[S:22])[n:14]([CH3:19])[c:15](=[O:18])[n:16]2[CH3:17])[cH:6][cH:7][c:8]1[O:9][CH3:10]. The reactants are CCOCC (ether), OC=1C=C(C(=O)O)C=CC1 (3-hydroxybenzoic acid), C(C=C)Br (allyl bromide), C([O-])([O-])=O.[K+].[K+] (potassium carbonate). The solvent is CN(C=O)C (N,N-dimethylformamide). Reaction conditions: time 12 hour. Yields the product C(C=C)OC=1C=C(C(=O)OCC=C)C=CC1 (3-(2-propenyloxy)benzoic acid, 2-propenyl ester). Isolated yield 88.0%. Reaction SMILES: [OH:1][C:2]1[CH:3]=[C:4]([CH:8]=[CH:9][CH:10]=1)[C:5]([OH:7])=[O:6].[CH2:11](Br)[CH:12]=[CH2:13].[C:15](=O)([O-])[O-].[K+].[K+].CCO[CH2:24][CH3:25]>CN(C)C=O>[CH2:11]([O:1][C:2]1[CH:3]=[C:4]([CH:8]=[CH:9][CH:10]=1)[C:5]([O:7][CH2:15][CH:24]=[CH2:25])=[O:6])[CH:12]=[CH2:13] |f:2.3.4|. Procedure details: A mixture of 1.0 g (7.24 mmol) of 3-hydroxybenzoic acid, 3.0 g (25.3 mmol) of allyl bromide, and 5 g (36.2 mmol) of potassium carbonate in 4 mL of N,N-dimethylformamide is stirred at room temperature for 12 hours. The mixture is diluted with 20 mL of ether and washed five times with 20 mL of water. The organic layer is then washed successively with 20 mL of saturated sodium bicarbonate solution and 20 mL of saturated sodium chloride solution. The organic layer is separated and dried over magnesi... The reactants are COC(=O)COc1ccc(OCC#Cc2cc(Br)cc(C#CCN3CCOCC3)c2)cc1C, CCO, [Na+], [OH-]. Yields the product Cc1cc(OCC#Cc2cc(Br)cc(C#CCN3CCOCC3)c2)ccc1OCC(=O)O. RXN SMILES: [CH3:1][O:2][C:3]([CH2:4][O:5][c:6]1[c:7]([CH3:32])[cH:8][c:9]([O:12][CH2:13][C:14]#[C:15][c:16]2[cH:17][c:18]([Br:31])[cH:19][c:20]([C:22]#[C:23][CH2:24][N:25]3[CH2:26][CH2:27][O:28][CH2:29][CH2:30]3)[cH:21]2)[cH:10][cH:11]1)=[O:33].[CH3:34][CH2:35][OH:36].[Na+:38].[OH-:37]>>[O:2]=[C:3]([CH2:4][O:5][c:6]1[c:7]([CH3:32])[cH:8][c:9]([O:12][CH2:13][C:14]#[C:15][c:16]2[cH:17][c:18]([Br:31])[cH:19][c:20]([C:22]#[C:23][CH2:24][N:25]3[CH2:26][CH2:27][O:28][CH2:29][CH2:30]3)[cH:21]2)[cH:10][cH:11]1)[OH:33]. Reactants: C(C)(=O)OCC.CCCCCC (ethyl acetate hexane), C(C)(=O)OCC.CCCCCC (ethyl acetate hexane), C(C)(=O)OCC (ethyl acetate), C(C)OC(=O)N1C(C2=CC(=C(C=C2C(=C1)C=O)OCCCOC(C)=O)OC)CC1=CC(=CC=C1)OCC (6-(3-acetoxy-propoxy)-1-(3-ethoxy-benzyl)-4-formyl-7-methoxy-1H-isoquinoline-2-carboxylic acid ethyl ester), [OH-].[K+] (potassium hydroxide). Run in CO (methanol). Run at time 14 hour. Product: C(C)(=O)OCCCOC=1C=C2C(=CNC(C2=CC1OC)CC1=CC(=CC=C1)OCC)C=O (6-(3-acetoxy-propoxy)-7-methoxy-1-(3-ethoxy-benzyl)-1,2-dihydro-isoquinoline-4-carbaldehyde). Yield: 109.2%. As a reaction SMILES: C(OC([N:6]1[CH:15]=[C:14]([CH:16]=[O:17])[C:13]2[C:8](=[CH:9][C:10]([O:26][CH3:27])=[C:11]([O:18][CH2:19][CH2:20][CH2:21][O:22][C:23](=[O:25])[CH3:24])[CH:12]=2)[CH:7]1[CH2:28][C:29]1[CH:34]=[CH:33][CH:32]=[C:31]([O:35][CH2:36][CH3:37])[CH:30]=1)=O)C.[OH-].[K+].C(OCC)(=O)C.CCCCCC.C(OCC)(=O)C>CO>[C:23]([O:22][CH2:21][CH2:20][CH2:19][O:18][C:11]1[CH:12]=[C:13]2[C:8](=[CH:9][C:10]=1[O:26][CH3:27])[CH:7]([CH2:28][C:29]1[CH:34]=[CH:33][CH:32]=[C:31]([O:35][CH2:36][CH3:37])[CH:30]=1)[NH:6][CH:15]=[C:14]2[CH:16]=[O:17])(=[O:25])[CH3:24] |f:1.2,3.4|. Procedure details: To a solution of 6-(3-acetoxy-propoxy)-1-(3-ethoxy-benzyl)-4-formyl-7-methoxy-1H-isoquinoline-2-carboxylic acid ethyl ester (130 mg, 0.25 mmol) in methanol (3.5 mL) was added powdered potassium hydroxide (85.5 mg, 1.53 mmol) at room temperature. The mixture was stirred at room temperature for 14 hrs. The solvent was evaporated and the residue was diluted with water (20 mL). The aqueous phase was extracted with ethyl acetate (2×20 mL). The combined extracts were washed with saturated aqueous sodi... Starting materials: Brc1ccc2c(c1)OCCn1cc(-c3ncc[nH]3)nc1-2, ClCCN1CCOCC1. Product: Brc1ccc2c(c1)OCCn1cc(-c3nccn3CCN3CCOCC3)nc1-2. RXN SMILES: [Br:1][c:2]1[cH:3][c:4]2[c:5]([cH:19][cH:20]1)-[c:6]1[n:7]([cH:11][c:12](-[c:14]3[nH:15][cH:16][cH:17][n:18]3)[n:13]1)[CH2:8][CH2:9][O:10]2.[Cl:21][CH2:22][CH2:23][N:24]1[CH2:25][CH2:26][O:27][CH2:28][CH2:29]1>>[Br:1][c:2]1[cH:3][c:4]2[c:5]([cH:19][cH:20]1)-[c:6]1[n:7]([cH:11][c:12](-[c:14]3[n:15][cH:16][cH:17][n:18]3[CH2:22][CH2:23][N:24]3[CH2:25][CH2:26][O:27][CH2:28][CH2:29]3)[n:13]1)[CH2:8][CH2:9][O:10]2. Starting materials: CC1=C(C(=NO1)C1=CC=CC=C1)CO ((5-methyl-3-phenyl-isoxazol-4-yl)-methanol), ClC=1C=CC=2N(N1)C(=NN2)C (6-chloro-3-methyl-1,2,4-triazolo[4,3-b]pyridazine). Yields the product CC1=NN=C2N1N=C(C=C2)OCC=2C(=NOC2C)C2=CC=CC=C2 (3-Methyl-6-(5-methyl-3-phenyl-isoxazol-4-ylmethoxy)-[1,2,4]triazolo[4,3-b]pyridazine). The yield is 41.0%. RXN SMILES: [CH3:1][C:2]1[O:6][N:5]=[C:4]([C:7]2[CH:12]=[CH:11][CH:10]=[CH:9][CH:8]=2)[C:3]=1[CH2:13][OH:14].Cl[C:16]1[CH:17]=[CH:18][C:19]2[N:20]([C:22]([CH3:25])=[N:23][N:24]=2)[N:21]=1>>[CH3:25][C:22]1[N:20]2[N:21]=[C:16]([O:14][CH2:13][C:3]3[C:4]([C:7]4[CH:12]=[CH:11][CH:10]=[CH:9][CH:8]=4)=[N:5][O:6][C:2]=3[CH3:1])[CH:17]=[CH:18][C:19]2=[N:24][N:23]=1. Procedure: As described for example 86, (5-methyl-3-phenyl-isoxazol-4-yl)-methanol (100 mg, 0.53 mmol) was converted, using 6-chloro-3-methyl-1,2,4-triazolo[4,3-b]pyridazine instead of 6-chloro-1,2,4-triazolo[4,3-b]pyridazine, to the title compound (70 mg, 41%) which was obtained as a white solid. MS: m/e=322.3 [M+H]+. Reactants: CCC(C)C(NS(=O)(=O)Cc1ccccc1)C(=O)O, ClCCCl, COC(=O)C(N)CCSC, CN1CCOCC1, ClCCl, Cl, Cl, O, On1nnc2ccccc21. The product is CCC(C)C(NS(=O)(=O)Cc1ccccc1)C(=O)NC(CCSC)C(=O)OC. Reaction SMILES: [CH2:1]([c:2]1[cH:3][cH:4][cH:5][cH:6][cH:7]1)[S:8](=[O:9])(=[O:10])[NH:11][CH:12]([CH:13]([CH3:14])[CH2:15][CH3:16])[C:17](=[O:18])[OH:19].[CH2:41]([Cl:42])[CH2:43][Cl:44].[CH3:21][O:22][C:23]([CH:24]([NH2:25])[CH2:26][CH2:27][S:28][CH3:29])=[O:30].[CH3:46][N:47]1[CH2:48][CH2:49][O:50][CH2:51][CH2:52]1.[Cl:53][CH2:54][Cl:55].[ClH:20].[ClH:45].[OH2:56].[OH:31][n:32]1[c:33]2[c:34]([cH:35][cH:36][cH:37][cH:38]2)[n:39][n:40]1>>[CH2:1]([c:2]1[cH:3][cH:4][cH:5][cH:6][cH:7]1)[S:8](=[O:9])(=[O:10])[NH:11][CH:12]([CH:13]([CH3:14])[CH2:15][CH3:16])[C:17](=[O:19])[NH:25][CH:24]([C:23]([O:22][CH3:21])=[O:30])[CH2:26][CH2:27][S:28][CH3:29]. The reactants are CCO, N#Cc1[se]c2ccccc2c1N, [Na+], [OH-]. Yields the product NC(=O)c1[se]c2ccccc2c1N. Reaction SMILES: [CH3:13][CH2:14][OH:15].[NH2:1][c:2]1[c:3]2[c:4]([se:5][c:6]1[C:7]#[N:8])[cH:9][cH:10][cH:11][cH:12]2.[Na+:17].[OH-:16]>>[NH2:1][c:2]1[c:3]2[c:4]([se:5][c:6]1[C:7]([NH2:8])=[O:15])[cH:9][cH:10][cH:11][cH:12]2. Starting materials: [Ag+2], BrCc1ccccc1, O=C([O-])[O-], CCOC(C)=O, Cc1cc2c(=O)[nH]ccc2cc1F, C1CCOC1. The product is Cc1cc2c(OCc3ccccc3)nccc2cc1F. As a reaction SMILES: [Ag+2:37].[Br:14][CH2:15][c:16]1[cH:17][cH:18][cH:19][cH:20][cH:21]1.[C:33](=[O:34])([O-:35])[O-:36].[CH3:27][CH2:28][O:29][C:30](=[O:31])[CH3:32].[F:1][c:2]1[cH:3][c:4]2[cH:5][cH:6][nH:7][c:8](=[O:13])[c:9]2[cH:10][c:11]1[CH3:12].[O:22]1[CH2:23][CH2:24][CH2:25][CH2:26]1>>[F:1][c:2]1[cH:3][c:4]2[cH:5][cH:6][n:7][c:8]([O:13][CH2:15][c:16]3[cH:17][cH:18][cH:19][cH:20][cH:21]3)[c:9]2[cH:10][c:11]1[CH3:12].